From a dataset of the Open Reaction Database (ORD), a public repository of structured organic reaction records. describe an organic reaction: reactants, conditions, products, and yield Starting materials: CN1CCCC1=O, [K+], [K+], [K+], Nc1cc(Cl)ncn1, O, O=C(O)CC(O)(CC(=O)O)C(=O)O, O=P([O-])([O-])[O-], O=C(O)c1cccc2cc(S)ccc12. Yields the product Nc1cc(Sc2ccc3c(C(=O)O)cccc3c2)ncn1. RXN SMILES: [CH3:44][N:45]1[CH2:46][CH2:47][CH2:48][C:49]1=[O:50].[K+:28].[K+:29].[K+:30].[NH2:1][c:2]1[n:3][cH:4][n:5][c:6]([Cl:8])[cH:7]1.[OH2:51].[OH:31][C:32]([CH2:33][C:34]([C:35](=[O:36])[OH:37])([CH2:38][C:39](=[O:40])[OH:41])[OH:42])=[O:43].[P:23]([O-:24])([O-:25])([O-:26])=[O:27].[SH:9][c:10]1[cH:11][c:12]2[cH:13][cH:14][cH:15][c:16]([C:20](=[O:21])[OH:22])[c:17]2[cH:18][cH:19]1>>[NH2:1][c:2]1[n:3][cH:4][n:5][c:6]([S:9][c:10]2[cH:11][c:12]3[cH:13][cH:14][cH:15][c:16]([C:20](=[O:21])[OH:22])[c:17]3[cH:18][cH:19]2)[cH:7]1. The reactants are C(C)(=O)OC(C)=O (actic anhydride), C(C)(=O)[O-] (acetate), C(=O)(O)C=1C=C2C(OC3(C2=CC1)C=1C=CC(=CC1OC=1C2=C(C=CC13)C=C(C=C2)O)N(C)C)=O (5'-carboxy-10-dimethylamino-3-hydroxy-spiro[7H-benzo[c]xanthene-7,1'(3'H)-isobenzofuran]-3'-one), C(C)(=O)OC(C)=O (acetic anhydride). The solvent is O (water). Conditions: time 8 hour. Yields the product C(C)(=O)OC=1C=CC2=C(C=CC3=C2OC=2C=C(C=CC2C32OC(C3=CC(=CC=C23)C(=O)O)=O)N(C)C)C1 (3-acetoxy-5'-carboxy-10-dimethylamino-spiro[7H-benzo[c]xanthene-7,1'(3'H)-isobenzofuran]-3'-one). As a reaction SMILES: [C:1]([O-:4])(=[O:3])[CH3:2].[C:5]([C:8]1[CH:9]=[C:10]2[C:14](=[CH:15][CH:16]=1)[C:13]1([C:29]3[CH:28]=[CH:27][C:26]4[CH:30]=[C:31](O)[CH:32]=[CH:33][C:25]=4[C:24]=3[O:23][C:22]3[CH:21]=[C:20]([N:35]([CH3:37])[CH3:36])[CH:19]=[CH:18][C:17]1=3)[O:12][C:11]2=[O:38])([OH:7])=[O:6].C(OC(=O)C)(=O)C>O>[C:1]([O:4][C:31]1[CH:32]=[CH:33][C:25]2[C:24]3[O:23][C:22]4[CH:21]=[C:20]([N:35]([CH3:36])[CH3:37])[CH:19]=[CH:18][C:17]=4[C:13]4([C:14]5[C:10](=[CH:9][C:8]([C:5]([OH:7])=[O:6])=[CH:16][CH:15]=5)[C:11](=[O:38])[O:12]4)[C:29]=3[CH:28]=[CH:27][C:26]=2[CH:30]=1)(=[O:3])[CH3:2]. Reported procedure: To prepare the acetate from 8, 300 mg 5'-carboxy-10-dimethylamino-3-hydroxy-spiro[7H-benzo[c]xanthene-7,1'(3'H)-isobenzofuran]-3'-one was added 5 ml acetic anhydride and the solution refluxed for 2 hours. The solution was poured into water and stirred overnight to hydrolyze excess actic anhydride. The resulting solid was collected and purified by silica gel chromatography with 10% methanol with chloroform to give 0.16 g dark violet solid, Rf =0.37 with methanol:chloroform (1:9). Absorbance maxim...